This data is from the Open Reaction Database (ORD), a public repository of structured organic reaction records. The task is: describe an organic reaction: reactants, conditions, products, and yield Reactants: COC1=CC=C(C=C1)[C@@H]1SC2=C(NC([C@@H]1O)=O)C=CC(=C2)OCC2=CC=CC=C2 ((±)-cis-2-(4-methoxyphenyl)-3-hydroxy-8-benzyloxy-2,3-dihydro-1,5-benzothiazepin-4(5H)-one), C(C1=CC=CC=C1)OC(=O)N(C)CCCl (2-(N-benzyloxycarbonyl-N-methylamino)ethyl chloride), [OH-].[K+] (potassium hydroxide). Run in CS(=O)C (dimethylsulfoxide). The product is COC1=CC=C(C=C1)[C@@H]1SC2=C(N(C([C@@H]1O)=O)CCN(C)C(=O)OCC1=CC=CC=C1)C=CC(=C2)OCC2=CC=CC=C2 ((±)-cis-2-(4-methoxyphenyl)-3-hydroxy-5-[2-(N-benzyloxycarbonyl-N-methylamino)ethyl]-8-benzyloxy-2,3-dihydro-1,5-benzothiazepin-4(5H)-one). Isolated yield 51.0%. As a reaction SMILES: [CH3:1][O:2][C:3]1[CH:8]=[CH:7][C:6]([C@H:9]2[C@@H:15]([OH:16])[C:14](=[O:17])[NH:13][C:12]3[CH:18]=[CH:19][C:20]([O:22][CH2:23][C:24]4[CH:29]=[CH:28][CH:27]=[CH:26][CH:25]=4)=[CH:21][C:11]=3[S:10]2)=[CH:5][CH:4]=1.[CH2:30]([O:37][C:38]([N:40]([CH2:42][CH2:43]Cl)[CH3:41])=[O:39])[C:31]1[CH:36]=[CH:35][CH:34]=[CH:33][CH:32]=1.[OH-].[K+]>CS(C)=O>[CH3:1][O:2][C:3]1[CH:4]=[CH:5][C:6]([C@H:9]2[C@@H:15]([OH:16])[C:14](=[O:17])[N:13]([CH2:43][CH2:42][N:40]([C:38]([O:37][CH2:30][C:31]3[CH:32]=[CH:33][CH:34]=[CH:35][CH:36]=3)=[O:39])[CH3:41])[C:12]3[CH:18]=[CH:19][C:20]([O:22][CH2:23][C:24]4[CH:29]=[CH:28][CH:27]=[CH:26][CH:25]=4)=[CH:21][C:11]=3[S:10]2)=[CH:7][CH:8]=1 |f:2.3|. Procedure: A mixture of 5 g of (±)-cis-2-(4-methoxyphenyl)-3-hydroxy-8-benzyloxy-2,3-dihydro-1,5-benzothiazepin-4(5H)-one, 3.8 g of 2-(N-benzyloxycarbonyl-N-methylamino)ethyl chloride, 1.1 g of potassium hydroxide and 70 ml of dimethylsulfoxide is treated in the same manner as described in Example 1-(1). 3.75 g of (±)-cis-2-(4-methoxyphenyl)-3-hydroxy-5-[2-(N-benzyloxycarbonyl-N-methylamino)ethyl]-8-benzyloxy-2,3-dihydro-1,5-benzothiazepin-4(5H)-one are obtained as an oil. The reactants are CN(C)N, CC(=O)O, CCO, CC(=O)C1(c2ccc(Cl)cc2)CCC1. Yields the product CC(=NN(C)C)C1(c2ccc(Cl)cc2)CCC1. As a reaction SMILES: [CH3:15][N:16]([NH2:17])[CH3:18].[CH3:19][C:20](=[O:21])[OH:22].[CH3:23][CH2:24][OH:25].[Cl:1][c:2]1[cH:3][cH:4][c:5]([C:8]2([C:12]([CH3:13])=[O:14])[CH2:9][CH2:10][CH2:11]2)[cH:6][cH:7]1>>[Cl:1][c:2]1[cH:3][cH:4][c:5]([C:8]2([C:12]([CH3:13])=[N:17][N:16]([CH3:15])[CH3:18])[CH2:9][CH2:10][CH2:11]2)[cH:6][cH:7]1. Starting materials: C(C)N1C[C@@H](CC1)CC1=C(C=CC(=C1)F)S(=O)(=O)Cl (2-((R)-1-ethylpyrrolidin-3-ylmethyl)-4-fluorobenzenesulfonyl chloride), C(C)N1[C@@H](CCC1)CCC1=CC(=CC=C1)F ((R)-1-ethyl-2-[2-(3-fluorophenyl)ethyl]pyrrolidine), C(C)N1[C@@H](CCC1)CCC1=CC(=CC=C1)F ((R)-1-ethyl-2-[2-(3-fluorophenyl)ethyl]pyrrolidine). Product: C(C)N1[C@@H](CCC1)CCC1=C(C=CC(=C1)F)S(=O)(=O)Cl (2-[2-((R)-1-Ethylpyrrolidin-2-yl)ethyl]-4-fluorobenzenesulfonyl chloride). RXN SMILES: [CH2:1]([N:3]1[CH2:7][CH2:6][C@@H:5]([CH2:8][C:9]2[CH:14]=[C:13]([F:15])[CH:12]=[CH:11][C:10]=2[S:16]([Cl:19])(=[O:18])=[O:17])[CH2:4]1)[CH3:2].[CH2:20](N1CCC[C@H]1CCC1C=CC=C(F)C=1)C>>[CH2:1]([N:3]1[CH2:7][CH2:6][CH2:20][C@H:4]1[CH2:5][CH2:8][C:9]1[CH:14]=[C:13]([F:15])[CH:12]=[CH:11][C:10]=1[S:16]([Cl:19])(=[O:17])=[O:18])[CH3:2]. Procedure: Prepared by proceeding in a similar manner to intermediate 96, starting from (R)-1-ethyl-2-[2-(3-fluorophenyl)ethyl]pyrrolidine (intermediate 231). The reactants are OCCN(C1=CC(=C(C#N)C=C1)C(F)(F)F)CC(F)(F)F (4-[(2-hydroxyethyl)(2,2,2-trifluoroethyl)amino]-2-(trifluoromethyl)benzonitrile), CC=1C=CC(=NC1)O (5-methyl-2-pyridinol). The solvent is COCCOC (DME). Product: CC=1C=CC(=NC1)OCCN(C1=CC(=C(C#N)C=C1)C(F)(F)F)CC(F)(F)F (4-[{2-[(5-Methyl-2-pyridinyl)oxy]ethyl}(2,2,2-trifluoroethyl)amino]-2-(trifluoromethyl)benzonitrile). As a reaction SMILES: [OH:1][CH2:2][CH2:3][N:4]([CH2:17][C:18]([F:21])([F:20])[F:19])[C:5]1[CH:12]=[CH:11][C:8]([C:9]#[N:10])=[C:7]([C:13]([F:16])([F:15])[F:14])[CH:6]=1.[CH3:22][C:23]1[CH:24]=[CH:25][C:26](O)=[N:27][CH:28]=1>COCCOC>[CH3:22][C:23]1[CH:24]=[CH:25][C:26]([O:1][CH2:2][CH2:3][N:4]([CH2:17][C:18]([F:19])([F:20])[F:21])[C:5]2[CH:12]=[CH:11][C:8]([C:9]#[N:10])=[C:7]([C:13]([F:15])([F:16])[F:14])[CH:6]=2)=[N:27][CH:28]=1. Procedure details: Synthesized as described in Example 1C from 4-[(2-hydroxyethyl)(2,2,2-trifluoroethyl)amino]-2-(trifluoromethyl)benzonitrile and 5-methyl-2-pyridinol, using dry DME as reaction solvent: MS (APCI) m/z 404 (M+1).